Dataset: the Open Reaction Database (ORD), a public repository of structured organic reaction records. Task: describe an organic reaction: reactants, conditions, products, and yield Conditions: temperature -5 celsius. Starting materials: [H-].[Al+3].[Li+].[H-].[H-].[H-] (Lithium aluminium hydride), [OH-].[Na+] (sodium hydroxide), ClC1=CC=C(C=C1)C1(CCC1)C1N(CCC=2C3=CC=CC=C3N(C12)CC#N)C(=O)OC(C)(C)C (tert-butyl 1-[1-(4-chlorophenyl)cyclobutyl]-9-(cyanomethyl)-1,3,4,9-tetrahydro-2H-b-carboline-2-carboxylate), [OH-].[Na+] (sodium hydroxide). RXN SMILES: [H-].[Al+3].[Li+].[H-].[H-].[H-].[Cl:7][C:8]1[CH:13]=[CH:12][C:11]([C:14]2([CH:18]3[C:30]4[N:29]([CH2:31][C:32]#[N:33])[C:28]5[C:23](=[CH:24][CH:25]=[CH:26][CH:27]=5)[C:22]=4[CH2:21][CH2:20][N:19]3[C:34]([O:36][C:37]([CH3:40])([CH3:39])[CH3:38])=[O:35])[CH2:17][CH2:16][CH2:15]2)=[CH:10][CH:9]=1.[OH-].[Na+]>C(OCC)C>[NH2:33][CH2:32][CH2:31][N:29]1[C:30]2[CH:18]([C:14]3([C:11]4[CH:10]=[CH:9][C:8]([Cl:7])=[CH:13][CH:12]=4)[CH2:15][CH2:16][CH2:17]3)[N:19]([C:34]([O:36][C:37]([CH3:40])([CH3:39])[CH3:38])=[O:35])[CH2:20][CH2:21][C:22]=2[C:23]2[C:28]1=[CH:27][CH:26]=[CH:25][CH:24]=2 |f:0.1.2.3.4.5,7.8|. Product: NCCN1C2=CC=CC=C2C=2CCN(C(C12)C1(CCC1)C1=CC=C(C=C1)Cl)C(=O)OC(C)(C)C (tert-Butyl 9-(2-aminoethyl)-1-[1-(4-chlorophenyl)cyclobutyl]-1,3,4,9-tetrahydro-2H-b-carboline-2-carboxylate). Procedure: Lithium aluminium hydride (0.281 g, 7.41 mmol) was suspended in diethyl ether (40 mL). The slurry was cooled to −5° C. and tert-butyl 1-[1-(4-chlorophenyl)cyclobutyl]-9-(cyanomethyl)-1,3,4,9-tetrahydro-2H-b-carboline-2-carboxylate (2.35 g, 4.94 mmol) was added in small portions. After stirring at −5° C. for 1 h 2N sodium hydroxide solution (15 mL) was added dropwise. After 10 min additional 2N sodium hydroxide solution (60 mL) was added. The aqueous layer was extracted with ethyl acetate (3×40 m... Solvent: C(C)OCC (diethyl ether). Reactants: Cl (HCl), C1(CC1)C1=NN(C(=C1)C1CC1)C1=CC=C(C=N1)NC(C1=C(C=CC=C1F)F)=O (N-[6-(3,5-dicyclopropyl-1H-pyrazol-1-yl)pyridin-3-yl]-2,6-difluorobenzamide), FC1=C(C(=O)O)C(=CC=C1)F (2,6-difluorobenzoic acid), intermediate 30. Solvent: C(C)OCC (diethyl ether), C1CCOC1 (THF). Reaction conditions: time 15 minute. The product is Cl.C1(CC1)C1=NN(C(=C1)C1CC1)C1=CC=C(C=N1)NC(C1=C(C=CC=C1F)F)=O (N-[6-(3,5-dicyclopropyl-1H-pyrazol-1-yl)pyridin-3-yl]-2,6-difluorobenzamide hydrochloride). As a reaction SMILES: [CH:1]1([C:4]2[CH:8]=[C:7]([CH:9]3[CH2:11][CH2:10]3)[N:6]([C:12]3[N:17]=[CH:16][C:15]([NH:18][C:19](=[O:28])[C:20]4[C:25]([F:26])=[CH:24][CH:23]=[CH:22][C:21]=4[F:27])=[CH:14][CH:13]=3)[N:5]=2)[CH2:3][CH2:2]1.FC1C=CC=C(F)C=1C(O)=O.[ClH:40]>C1COCC1.C(OCC)C>[ClH:40].[CH:1]1([C:4]2[CH:8]=[C:7]([CH:9]3[CH2:11][CH2:10]3)[N:6]([C:12]3[N:17]=[CH:16][C:15]([NH:18][C:19](=[O:28])[C:20]4[C:25]([F:26])=[CH:24][CH:23]=[CH:22][C:21]=4[F:27])=[CH:14][CH:13]=3)[N:5]=2)[CH2:2][CH2:3]1 |f:5.6|. Reported procedure: Following the general procedure-1, N-[6-(3,5-dicyclopropyl-1H-pyrazol-1-yl)pyridin-3-yl]-2,6-difluorobenzamide (71 mg) was prepared from 2,6-difluorobenzoic acid (126 mg, 0.799 mmol) and intermediate 30 (120 mg, 0.5 mmol) as a brown solid and dissolved in THF. Saturated HCl in diethyl ether was added to this solution at 0° C. and stirred for 15 min Solid that separated out was filtered and dried to give the title compound (69 mg) as a brown solid. M.P. 196-201° C. 1H-NMR (δ ppm, DMSO-d6, 400 MHz... Reactants: C1(=CC=CC=C1)N1N=CC=C1C=1N(CCN1)N (2-(1-phenyl-5-pyrazolyl)-amino-2-imidazoline). The reagents and catalysts are [Rh] (Rh/Al2O3). Run in CO (methanol). Product: C1(CCCCC1)N1N=CC=C1C=1N(CCN1)N (2-(1-Cyclohexyl-5-pyrazolyl)-amino-2-imidazoline). RXN SMILES: [C:1]1([N:7]2[C:11]([C:12]3[N:13]([NH2:17])[CH2:14][CH2:15][N:16]=3)=[CH:10][CH:9]=[N:8]2)[CH:6]=[CH:5][CH:4]=[CH:3][CH:2]=1>[Rh].CO>[CH:1]1([N:7]2[C:11]([C:12]3[N:13]([NH2:17])[CH2:14][CH2:15][N:16]=3)=[CH:10][CH:9]=[N:8]2)[CH2:2][CH2:3][CH2:4][CH2:5][CH2:6]1. Reported procedure: 2-(1-phenyl-5-pyrazolyl)-amino-2-imidazoline (9.00 g.) in 250 ml. methanol was hydrogenated at 3 atmospheres and 60° C. over 5% Rh/Al2O3 catalyst. The catalyst was filtered, the solvent removed in vacuum and the residue crystallized from benzene to give 4.0 g. of product, mp 183°-185° C. Reactants: C=C(C)COCc1ccc(OCc2ccccc2)cc1, O=C(OO)c1cccc(Cl)c1. Yields the product CC1(COCc2ccc(OCc3ccccc3)cc2)CO1. RXN SMILES: [CH2:1]([c:2]1[cH:3][cH:4][cH:5][cH:6][cH:7]1)[O:8][c:9]1[cH:10][cH:11][c:12]([CH2:15][O:16][CH2:17][C:18](=[CH2:19])[CH3:20])[cH:13][cH:14]1.[OH:21][O:22][C:23]([c:24]1[cH:25][c:26]([Cl:27])[cH:28][cH:29][cH:30]1)=[O:31]>>[CH2:1]([c:2]1[cH:3][cH:4][cH:5][cH:6][cH:7]1)[O:8][c:9]1[cH:10][cH:11][c:12]([CH2:15][O:16][CH2:17][C:18]2([CH3:20])[CH2:19][O:21]2)[cH:13][cH:14]1. The reactants are [BH3-]C#N, CCN, CC(=O)O, CCc1[nH]c(C(=O)NC2CCN(C(=O)OC(C)(C)C)CC2=O)nc1Cl, [Na+], C1CCOC1. The product is CCNC1CN(C(=O)OC(C)(C)C)CCC1NC(=O)c1nc(Cl)c(CC)[nH]1. Reaction SMILES: [C:34]([BH3-:35])#[N:36].[CH2:6]([CH3:7])[NH2:8].[CH3:38][C:39](=[O:40])[OH:41].[Cl:9][c:10]1[n:11][c:12]([C:17](=[O:18])[NH:19][CH:20]2[C:21](=[O:33])[CH2:22][N:23]([C:26](=[O:27])[O:28][C:29]([CH3:30])([CH3:31])[CH3:32])[CH2:24][CH2:25]2)[nH:13][c:14]1[CH2:15][CH3:16].[Na+:37].[O:1]1[CH2:2][CH2:3][CH2:4][CH2:5]1>>[CH2:6]([CH3:7])[NH:8][CH:21]1[CH:20]([NH:19][C:17]([c:12]2[n:11][c:10]([Cl:9])[c:14]([CH2:15][CH3:16])[nH:13]2)=[O:18])[CH2:25][CH2:24][N:23]([C:26](=[O:27])[O:28][C:29]([CH3:30])([CH3:31])[CH3:32])[CH2:22]1. Starting materials: C(C)N1C(N(C(C1(C)C)=O)CC1=CC=C(C=C1)OC)=O (3-ethyl-1-(4′-methoxybenzyl)-2,5-dioxo-4,4-dimethylimidazolidine), trichloride, Cl (HCl). Yield: 96.4%. Conditions: temperature 75 celsius, time 30 minute. Yields the product C(C)N1C(NC(C1(C)C)=O)=O (3-Ethyl-2,5-dioxo-4,4-dimethylimidazolidine). Reaction SMILES: [CH2:1]([N:3]1[C:7]([CH3:9])([CH3:8])[C:6](=[O:10])[N:5](CC2C=CC(OC)=CC=2)[C:4]1=[O:20])[CH3:2].Cl>COC1C=CC=CC=1>[CH2:1]([N:3]1[C:7]([CH3:8])([CH3:9])[C:6](=[O:10])[NH:5][C:4]1=[O:20])[CH3:2]. The solvent is COC1=CC=CC=C1 (methoxybenzene). Reported procedure: A solution of 3-ethyl-1-(4′-methoxybenzyl)-2,5-dioxo-4,4-dimethylimidazolidine (3.86 g, 14.0 mmol) in methoxybenzene (100 mL) was treated with alumiun trichloride (5.5 g, 42 mmol), stirred at 75° C. for 30 minute, then poured the reaction into HCl solution (10%) and partitioned between ethyl acetate and brine. The organic layer was dried, filtered, and concentrated. Purification by recrystalization with ethyl acetate provided 2.1 g (13.5 mmol, 96%) of title compound as white solid. The reactants are BrC1=CC(=C(C=N1)C(=O)N1CCN(CC1)C1=NC=C(C=C1C)C)C ((6-bromo-4-methylpyridin-3-yl)[4-(3,5-dimethylpyridin-2-yl)piperazin-1-yl]methanone), CN1C(NCC1)=O (1-methylimidazolidin-2-one). Product: CC=1C(=NC=C(C1)C)N1CCN(CC1)C(=O)C=1C(=CC(=NC1)N1C(N(CC1)C)=O)C (1-{5-[4-(3,5-dimethylpyridin-2-yl)piperazine-1-carbonyl]-4-methylpyridin-2-yl}-3-methylimidazolidin-2-one). Yield: 78.2%. As a reaction SMILES: Br[C:2]1[N:7]=[CH:6][C:5]([C:8]([N:10]2[CH2:15][CH2:14][N:13]([C:16]3[C:21]([CH3:22])=[CH:20][C:19]([CH3:23])=[CH:18][N:17]=3)[CH2:12][CH2:11]2)=[O:9])=[C:4]([CH3:24])[CH:3]=1.[CH3:25][N:26]1[CH2:30][CH2:29][NH:28][C:27]1=[O:31]>>[CH3:22][C:21]1[C:16]([N:13]2[CH2:14][CH2:15][N:10]([C:8]([C:5]3[C:4]([CH3:24])=[CH:3][C:2]([N:28]4[CH2:29][CH2:30][N:26]([CH3:25])[C:27]4=[O:31])=[N:7][CH:6]=3)=[O:9])[CH2:11][CH2:12]2)=[N:17][CH:18]=[C:19]([CH3:23])[CH:20]=1. Reported procedure: Using (6-bromo-4-methylpyridin-3-yl)[4-(3,5-dimethylpyridin-2-yl)piperazin-1-yl]methanone (195 mg) described in Preparation Example 228 and 1-methylimidazolidin-2-one (75 mg) and by the reaction and treatment in the same manner as in Example 511, 1-{5-[4-(3,5-dimethylpyridin-2-yl)piperazine-1-carbonyl]-4-methylpyridin-2-yl}-3-methylimidazolidin-2-one (160 mg) was obtained. The obtained 1-{5-[4-(3,5-dimethylpyridin-2-yl)piperazine-1-carbonyl]-4-methylpyridin-2-yl}-3-methylimidazolidin-2-one (160 ...